This data is from the Open Reaction Database (ORD), a public repository of structured organic reaction records. The task is: describe an organic reaction: reactants, conditions, products, and yield Reactants: C=CC(=O)OCC(C)C, CCO, c1ccc(C(=C2CCNCC2)c2ccccc2)cc1. Product: CC(C)COC(=O)CCN1CCC(=C(c2ccccc2)c2ccccc2)CC1. As a reaction SMILES: [C:20]([CH:21]=[CH2:22])(=[O:23])[O:24][CH2:25][CH:26]([CH3:27])[CH3:28].[CH3:29][CH2:30][OH:31].[c:1]1([C:7](=[C:8]2[CH2:9][CH2:10][NH:11][CH2:12][CH2:13]2)[c:14]2[cH:15][cH:16][cH:17][cH:18][cH:19]2)[cH:2][cH:3][cH:4][cH:5][cH:6]1>>[c:1]1([C:7](=[C:8]2[CH2:9][CH2:10][N:11]([CH2:22][CH2:21][C:20](=[O:23])[O:24][CH2:25][CH:26]([CH3:27])[CH3:28])[CH2:12][CH2:13]2)[c:14]2[cH:15][cH:16][cH:17][cH:18][cH:19]2)[cH:2][cH:3][cH:4][cH:5][cH:6]1. Starting materials: CN1CC(CCC1)(C)CO ((1,3-dimethylpiperidin-3-yl)methanol), [H-].[Na+] (sodium hydride), oil, FC=1C=C(C#N)C=CC1 (3-fluoro benzonitrile). The solvent is CN(C)C=O (DMF), CN(C)C=O (DMF). Conditions: time 5 minute. The product is CN1CC(CCC1)(C)COC=1C=C(C#N)C=CC1 (3-[(1,3-Dimethylpiperidin-3-yl)methoxy]benzonitrile). RXN SMILES: [CH3:1][N:2]1[CH2:7][CH2:6][CH2:5][C:4]([CH2:9][OH:10])([CH3:8])[CH2:3]1.[H-].[Na+].F[C:14]1[CH:15]=[C:16]([CH:19]=[CH:20][CH:21]=1)[C:17]#[N:18]>CN(C=O)C>[CH3:1][N:2]1[CH2:7][CH2:6][CH2:5][C:4]([CH2:9][O:10][C:14]2[CH:15]=[C:16]([CH:19]=[CH:20][CH:21]=2)[C:17]#[N:18])([CH3:8])[CH2:3]1 |f:1.2|. Procedure: To a solution of (1,3-dimethylpiperidin-3-yl)methanol (0.50 g, 3.5 mmol) in dry DMF (10 mL) at room temperature, 60% sodium hydride in oil (0.28 g, 7.0 mmol) was added. The reaction mixture was stirred at room temperature for 5 minutes and 3-fluoro benzonitrile (0.44 g, 3.7 mmol) was added. Due to excessive foaming the reaction mixture was diluted with dry DMF to 15 mL. The reaction mixture was then stirred at room temperature over night and quenched with water. The product was extracted with Et...